From a dataset of the Open Reaction Database (ORD), a public repository of structured organic reaction records. describe an organic reaction: reactants, conditions, products, and yield Starting materials: CC(C)(C)OC(=O)N1CCC(CCC(=O)OCc2ccccc2)CC1, C1CCOC1, C1CCCCC1, CC(C)[N-]C(C)C, CI, [Li+]. The product is CC(CC1CCN(C(=O)OC(C)(C)C)CC1)C(=O)OCc1ccccc1. RXN SMILES: [CH2:15]([c:16]1[cH:17][cH:18][cH:19][cH:20][cH:21]1)[O:22][C:23]([CH2:24][CH2:25][CH:26]1[CH2:27][CH2:28][N:29]([C:32](=[O:33])[O:34][C:35]([CH3:36])([CH3:37])[CH3:38])[CH2:30][CH2:31]1)=[O:39].[CH2:42]1[O:43][CH2:44][CH2:45][CH2:46]1.[CH2:9]1[CH2:10][CH2:11][CH2:12][CH2:13][CH2:14]1.[CH3:2][CH:3]([N-:4][CH:5]([CH3:6])[CH3:7])[CH3:8].[I:40][CH3:41].[Li+:1]>>[CH3:2][CH:24]([C:23]([O:22][CH2:15][c:16]1[cH:17][cH:18][cH:19][cH:20][cH:21]1)=[O:39])[CH2:25][CH:26]1[CH2:27][CH2:28][N:29]([C:32](=[O:33])[O:34][C:35]([CH3:36])([CH3:37])[CH3:38])[CH2:30][CH2:31]1. The reactants are CCC(NC(=O)OC(C)(C)C)C(O)c1nnc(-c2ccc(OC(F)(F)F)cc2)o1, ClCCl, O=C(O)C(F)(F)F. The product is CCC(N)C(O)c1nnc(-c2ccc(OC(F)(F)F)cc2)o1. RXN SMILES: [C:1]([O:2][C:3](=[O:4])[NH:7][CH:8]([CH2:9][CH3:10])[CH:11]([c:12]1[o:13][c:14](-[c:17]2[cH:18][cH:19][c:20]([O:23][C:24]([F:25])([F:26])[F:27])[cH:21][cH:22]2)[n:15][n:16]1)[OH:28])([CH3:5])([CH3:6])[CH3:29].[Cl:37][CH2:38][Cl:39].[OH:30][C:31]([C:32]([F:33])([F:34])[F:35])=[O:36]>>[NH2:7][CH:8]([CH2:9][CH3:10])[CH:11]([c:12]1[o:13][c:14](-[c:17]2[cH:18][cH:19][c:20]([O:23][C:24]([F:25])([F:26])[F:27])[cH:21][cH:22]2)[n:15][n:16]1)[OH:28]. Starting materials: C(CCC)[Li] (n-butyllithium), CN1N=C(C=C1)C(F)(F)F (1-methyl-3-(trifluoromethyl)-1H-pyrazole), B(OC)(OC)OC (trimethyl borate). Solvent: O1CCCC1 (tetrahydrofuran). Run at temperature -78 celsius, time 1 hour. The product is CN1N=C(C=C1B(O)O)C(F)(F)F ([1-Methyl-3-(trifluoromethyl)-1H-pyrazol-5-yl]boronic acid). The yield is 86.4%. Reaction SMILES: [CH3:1][N:2]1[CH:6]=[CH:5][C:4]([C:7]([F:10])([F:9])[F:8])=[N:3]1.C([Li])CCC.[B:16](OC)([O:19]C)[O:17]C>O1CCCC1>[CH3:1][N:2]1[C:6]([B:16]([OH:19])[OH:17])=[CH:5][C:4]([C:7]([F:10])([F:9])[F:8])=[N:3]1. Procedure details: To a stirred solution of 1-methyl-3-(trifluoromethyl)-1H-pyrazole (1.89 g, 12.6 mmol) in anhydrous tetrahydrofuran (20 mL) under nitrogen cooled to −78° C. was added n-butyllithium (8.3 mL, 1.6 M solution in hexanes, 13.2 mmol) slowly over 5 minutes. The resulting yellow solution was stirred at −78° C. for 1 hour and trimethyl borate (1.56 mL, 13.9 mmol) was then added slowly. The reaction flask was covered in foil and allowed to warm to room temperature for 16 hours. The white solution was quen... Reactants: C(C)(=O)O (acetic acid), FC1=NC=C(C=C1NS(=O)(=O)C1=NN2C(C=C(C=C2Cl)C)=N1)C (N-(2-fluoro-5-methyl-3-pyridinyl)-5-chloro-7-methyl[1,2,4]triazolo[1,5-a]pyridine-2-sulfonamide), C[O-].[Na+] (sodium methoxide), solution. Solvent: ClCCl (dichloromethane), CS(=O)C (dimethyl sulfoxide), CO (methanol). Conditions: time 3 minute. The product is FC1=NC=C(C=C1NS(=O)(=O)C1=NN2C(C=C(C=C2OC)C)=N1)C (N-(2-fluoro-5-methyl-3-pyridinyl)-5-methoxy-7-methyl[1,2,4]triazolo[1,5-a]pyridine-2-sulfonamide). RXN SMILES: [F:1][C:2]1[C:7]([NH:8][S:9]([C:12]2[N:22]=[C:15]3[CH:16]=[C:17]([CH3:21])[CH:18]=[C:19](Cl)[N:14]3[N:13]=2)(=[O:11])=[O:10])=[CH:6][C:5]([CH3:23])=[CH:4][N:3]=1.C[O-].[Na+].[C:27](O)(=[O:29])C>CS(C)=O.CO.ClCCl>[F:1][C:2]1[C:7]([NH:8][S:9]([C:12]2[N:22]=[C:15]3[CH:16]=[C:17]([CH3:21])[CH:18]=[C:19]([O:29][CH3:27])[N:14]3[N:13]=2)(=[O:11])=[O:10])=[CH:6][C:5]([CH3:23])=[CH:4][N:3]=1 |f:1.2|. Reported procedure: To a solution of 0.70 g (1.9 mmol) of N-(2-fluoro-5-methyl-3-pyridinyl)-5-chloro-7-methyl[1,2,4]triazolo[1,5-a]pyridine-2-sulfonamide in 25 mL of dry dimethyl sulfoxide was added with stirring 1.0 mL (4.6 mmol) of sodium methoxide as a 25 percent solution in methanol. After 3 min, 3 mL of acetic acid was added and the solution was diluted with 600 mL of dichloromethane. The resulting solution was washed with water (5×100 mL), dried over magnesium sulfate, filtered, and concentrated by evaporatio... Starting materials: C(C)(C)C=1N=C(SC1CCC(=O)C1=CC=C(C=C1)N(S(=O)(=O)C1=C(C=CC=C1)[N+](=O)[O-])C)C1=CC=C(C=C1)C(F)(F)F (N-[4-[3-[4-isopropyl-2-[4-(trifluoromethyl)phenyl]thiazol-5-yl]propionyl]phenyl]-N-methyl-2-nitrobenzenesulfonamide), C([O-])([O-])=O.[K+].[K+] (Potassium carbonate), C1(=CC=CC=C1)S (thiophenol). Solvent: CN(C=O)C (dimethylformamide), O (water). Run at time 1 hour. The product is C(C)(C)C=1N=C(SC1CCC(=O)C1=CC=C(C=C1)NC)C1=CC=C(C=C1)C(F)(F)F (3-[4-Isopropyl-2-[4-(trifluoromethyl)phenyl]thiazol-5-yl]-1-(4-methylaminophenyl)propan-1-one), product. Yield: 95.0%. RXN SMILES: [CH:1]([C:4]1[N:5]=[C:6]([C:33]2[CH:38]=[CH:37][C:36]([C:39]([F:42])([F:41])[F:40])=[CH:35][CH:34]=2)[S:7][C:8]=1[CH2:9][CH2:10][C:11]([C:13]1[CH:18]=[CH:17][C:16]([N:19]([CH3:32])S(C2C=CC=CC=2[N+]([O-])=O)(=O)=O)=[CH:15][CH:14]=1)=[O:12])([CH3:3])[CH3:2].C(=O)([O-])[O-].[K+].[K+].C1(S)C=CC=CC=1>CN(C)C=O.O>[CH:1]([C:4]1[N:5]=[C:6]([C:33]2[CH:34]=[CH:35][C:36]([C:39]([F:41])([F:42])[F:40])=[CH:37][CH:38]=2)[S:7][C:8]=1[CH2:9][CH2:10][C:11]([C:13]1[CH:18]=[CH:17][C:16]([NH:19][CH3:32])=[CH:15][CH:14]=1)=[O:12])([CH3:3])[CH3:2] |f:1.2.3|. Procedure details: The obtained N-[4-[3-[4-isopropyl-2-[4-(trifluoromethyl)phenyl]thiazol-5-yl]propionyl]phenyl]-N-methyl-2-nitrobenzenesulfonamide (230 mg, 0.372 mmol) was dissolved in anhydrous dimethylformamide (5 mL). Potassium carbonate (154 mg, 1.116 mmol) and thiophenol (46 μL, 0.446 mmol) were added to the solution. The mixture was stirred at room temperature for 1 hour. The mixture was diluted with water, and extracted with ethyl acetate. The organic layer was washed with water, a saturated aqueous sodium... Reactants: COc1ccc(C)cc1Br, CC(=O)[O-], CC(=O)[O-], CCOCC, COCCOC, CC(C)c1ccccc1B(O)O, [Cl-], [K+], [K+], [K+], [NH4+], O, O=P([O-])([O-])[O-], [Pd+2], c1ccc(P(c2ccccc2)c2ccccc2)cc1. Yields the product COc1ccc(C)cc1-c1ccccc1C(C)C. Reaction SMILES: [Br:1][c:2]1[c:3]([O:9][CH3:10])[cH:4][cH:5][c:6]([CH3:8])[cH:7]1.[C:52]([O-:53])(=[O:54])[CH3:55].[C:57]([O-:58])(=[O:59])[CH3:60].[CH2:61]([O:62][CH2:63][CH3:64])[CH3:65].[CH2:66]([CH2:67][O:68][CH3:69])[O:70][CH3:71].[CH:11]([CH3:12])([CH3:13])[c:14]1[c:15]([B:20]([OH:21])[OH:22])[cH:16][cH:17][cH:18][cH:19]1.[Cl-:50].[K+:47].[K+:48].[K+:49].[NH4+:51].[OH2:72].[P:42]([O-:43])([O-:44])([O-:45])=[O:46].[Pd+2:56].[c:23]1([P:24]([c:25]2[cH:26][cH:27][cH:28][cH:29][cH:30]2)[c:31]2[cH:32][cH:33][cH:34][cH:35][cH:36]2)[cH:37][cH:38][cH:39][cH:40][cH:41]1>>[c:2]1(-[c:15]2[c:14]([CH:11]([CH3:12])[CH3:13])[cH:19][cH:18][cH:17][cH:16]2)[c:3]([O:9][CH3:10])[cH:4][cH:5][c:6]([CH3:8])[cH:7]1. RXN SMILES: [OH:1][C:2]1[CH:11]=[CH:10][C:5]([C:6]([O:8][CH3:9])=[O:7])=[CH:4][C:3]=1[C:12]([NH:14][CH:15]1[CH2:20][CH2:19][CH2:18][CH:17]([C:21]([O:23][CH3:24])=[O:22])[CH2:16]1)=[O:13].[C:25]1([O:31][CH2:32][CH2:33][CH2:34]/[CH:35]=[CH:36]\[C:37]2[CH:42]=[CH:41][C:40]([CH2:43][CH2:44][CH2:45]Br)=[CH:39][CH:38]=2)[CH:30]=[CH:29][CH:28]=[CH:27][CH:26]=1>>[CH3:24][O:23][C:21]([CH:17]1[CH2:18][CH2:19][CH2:20][CH:15]([NH:14][C:12]([C:3]2[CH:4]=[C:5]([CH:10]=[CH:11][C:2]=2[O:1][CH2:45][CH2:44][CH2:43][C:40]2[CH:41]=[CH:42][C:37](/[CH:36]=[CH:35]\[CH2:34][CH2:33][CH2:32][O:31][C:25]3[CH:26]=[CH:27][CH:28]=[CH:29][CH:30]=3)=[CH:38][CH:39]=2)[C:6]([O:8][CH3:9])=[O:7])=[O:13])[CH2:16]1)=[O:22]. Reactants: OC1=C(C=C(C(=O)OC)C=C1)C(=O)NC1CC(CCC1)C(=O)OC (methyl 4-hydroxy-3-({[3-(methoxycarbonyl)cyclohexyl]amino}carbonyl)benzoate), C1(=CC=CC=C1)OCCC\C=C/C1=CC=C(C=C1)CCCBr ((4Z)-5-[4-(3-bromopropyl)phenyl]pent-4-en-1-yl phenyl ether). Reported procedure: Preparation takes place in analogy to Example 22 from the (+)-B-enantiomer of methyl 4-hydroxy-3-({[3-(methoxycarbonyl)cyclohexyl]amino}carbonyl)benzoate (see Example IX, method 2) and (4Z)-5-[4-(3-bromopropyl)phenyl]pent-4-en-1-yl phenyl ether. Yields the product COC(=O)C1CC(CCC1)NC(=O)C=1C=C(C(=O)OC)C=CC1OCCCC1=CC=C(C=C1)\C=C/CCCOC1=CC=CC=C1 (Methyl 3-({[3-(methoxycarbonyl)cyclohexyl]amino}carbonyl)-4-(3-{4-[(1Z)-5-phenoxypent-1-en-1-yl]phenyl}propoxy)benzoate). Starting materials: ClC1=CC=C(C=O)C=C1 (4-chlorobenzaldehyde), CC(=O)C1=CC=C(C=C1)Cl (4-chloroacetophenone). Product: ClC1=CC=C(C=C1)C(C=CC1=CC=C(C=C1)Cl)=O (1,3-bis(4-chlorophenyl)-prop-2-en-1-one). RXN SMILES: [Cl:1][C:2]1[CH:9]=[CH:8][C:5]([CH:6]=[O:7])=[CH:4][CH:3]=1.[CH3:10][C:11]([C:13]1[CH:18]=[CH:17][C:16]([Cl:19])=[CH:15][CH:14]=1)=O>>[Cl:1][C:2]1[CH:9]=[CH:8][C:5]([C:6](=[O:7])[CH:10]=[CH:11][C:13]2[CH:18]=[CH:17][C:16]([Cl:19])=[CH:15][CH:14]=2)=[CH:4][CH:3]=1. Procedure details: By a procedure similar to that of example 1.59.1, starting from 4-chlorobenzaldehyde and 4-chloroacetophenone, 1,3-bis(4-chlorophenyl)-prop-2-en-1-one was obtained as yellowish solid.